This data is from the Open Reaction Database (ORD), a public repository of structured organic reaction records. The task is: describe an organic reaction: reactants, conditions, products, and yield The reactants are ClC1=CC=C(C=C1)C1CC(C(C2=CC(=CC=C12)O)=O)(C)C (4-(4-chlorophenyl)-7-hydroxy-2,2-dimethyl-1-tetralone), [H-].[Na+] (sodium hydride), CN(CCCl)C (2-dimethylaminoethyl chloride). Run in C1(=CC=CC=C1)C (toluene). The product is ClC1=CC=C(C=C1)C1CC(C(C2=CC(=CC=C12)OCCN(C)C)=O)(C)C (4-(4-chlorophenyl)-2,2-dimethyl-7-(2-dimethylaminoethoxy)-1-tetralone). Yield: 93.5%. As a reaction SMILES: [Cl:1][C:2]1[CH:7]=[CH:6][C:5]([CH:8]2[C:17]3[C:12](=[CH:13][C:14]([OH:18])=[CH:15][CH:16]=3)[C:11](=[O:19])[C:10]([CH3:21])([CH3:20])[CH2:9]2)=[CH:4][CH:3]=1.[H-].[Na+].[CH3:24][N:25]([CH3:29])[CH2:26][CH2:27]Cl>C1(C)C=CC=CC=1>[Cl:1][C:2]1[CH:7]=[CH:6][C:5]([CH:8]2[C:17]3[C:12](=[CH:13][C:14]([O:18][CH2:27][CH2:26][N:25]([CH3:29])[CH3:24])=[CH:15][CH:16]=3)[C:11](=[O:19])[C:10]([CH3:21])([CH3:20])[CH2:9]2)=[CH:4][CH:3]=1 |f:1.2|. Reported procedure: A mixture of 4-(4-chlorophenyl)-7-hydroxy-2,2-dimethyl-1-tetralone (14.7 g), sodium hydride (80% oil dispersion, 1.65 g) and 2-dimethylaminoethyl chloride (5.8 g) was heated under reflux in toluene (150 ml) for 6 hr. The solvent was removed and the residue shaken with ether-dilute hydrochloric acid. The aqueous layer was separated, basified, extracted with ether and the extract dried (MgSO4). Evaporation gave 4-(4-chlorophenyl)-2,2-dimethyl-7-(2-dimethylaminoethoxy)-1-tetralone as a yellow oil (...